This data is from the Open Reaction Database (ORD), a public repository of structured organic reaction records. The task is: describe an organic reaction: reactants, conditions, products, and yield The reactants are C1CCOC1, COC(=O)Cc1ccc(OC)c(-c2ccc(C(F)(F)F)cc2CO)c1, CC1(c2ccccc2)NC(=O)NC1=O, CC(C)OC(=O)N=NC(=O)OC(C)C, c1ccc(P(c2ccccc2)c2ccccc2)cc1. Product: COC(=O)Cc1ccc(OC)c(-c2ccc(C(F)(F)F)cc2CN2C(=O)NC(C)(c3ccccc3)C2=O)c1. RXN SMILES: [CH2:73]1[O:74][CH2:75][CH2:76][CH2:77]1.[CH3:1][O:2][C:3]([CH2:4][c:5]1[cH:6][c:7](-[c:13]2[c:14]([CH2:23][OH:24])[cH:15][c:16]([C:19]([F:20])([F:21])[F:22])[cH:17][cH:18]2)[c:8]([O:11][CH3:12])[cH:9][cH:10]1)=[O:25].[CH3:26][C:27]1([c:34]2[cH:35][cH:36][cH:37][cH:38][cH:39]2)[C:28](=[O:33])[NH:29][C:30](=[O:32])[NH:31]1.[O:59]=[C:60]([O:61][CH:62]([CH3:63])[CH3:64])[N:65]=[N:66][C:67]([O:68][CH:69]([CH3:70])[CH3:71])=[O:72].[c:40]1([P:41]([c:42]2[cH:43][cH:44][cH:45][cH:46][cH:47]2)[c:48]2[cH:49][cH:50][cH:51][cH:52][cH:53]2)[cH:54][cH:55][cH:56][cH:57][cH:58]1>>[CH3:1][O:2][C:3]([CH2:4][c:5]1[cH:6][c:7](-[c:13]2[c:14]([CH2:23][N:29]3[C:28](=[O:33])[C:27]([CH3:26])([c:34]4[cH:35][cH:36][cH:37][cH:38][cH:39]4)[NH:31][C:30]3=[O:32])[cH:15][c:16]([C:19]([F:20])([F:21])[F:22])[cH:17][cH:18]2)[c:8]([O:11][CH3:12])[cH:9][cH:10]1)=[O:25]. The reactants are O (Water), [H-].[Na+] (NaH), IC (Iodomethane), NC=1C(=C(C=CC1Cl)O)C (3-amino-4-chloro-2-methylphenol). Run in CN(C)C=O (DMF). Run at time 30 minute. The product is ClC1=CC=C(C(=C1N)C)OC (6-chloro-3-methoxy-2-methylbenzenamine). The yield is 100.0%. Reaction SMILES: [H-].[Na+].[NH2:3][C:4]1[C:5]([CH3:12])=[C:6]([OH:11])[CH:7]=[CH:8][C:9]=1[Cl:10].I[CH3:14].O>CN(C=O)C>[Cl:10][C:9]1[C:4]([NH2:3])=[C:5]([CH3:12])[C:6]([O:11][CH3:14])=[CH:7][CH:8]=1 |f:0.1|. Procedure details: NaH, 60% (0.236 mol) was stirred in DMF (500 ml), at room temperature. 3-amino-4-chloro-2-methylphenol (0.236 mol) was added portionwise (exothermic temperature rise to 32° C.). The reaction mixture was stirred for 30 minutes, allowing the temperature to drop to room temperature. Iodomethane (0.236 mol) was added dropwise. The reaction mixture was stirred for one hour at room temperature. Water was added (at first, slowly). This mixture was extracted with toluene. The separated organic layer was... Reactants: ketal, C1(=CC=CC=C1)O (phenol), ice water, OS(=O)(=O)O (H2SO4). The solvent is O1CCOCC1 (dioxane), O (water). Reaction conditions: time 6 hour. Product: OC1=CC=C(C=C1)C1(CCC(CC1)O)C1=CC=C(C=C1)O (4,4-bis(4-hydroxyphenyl)cyclohexanol). Yield: 87.9%. Reaction SMILES: [C:1]1([OH:7])[CH:6]=[CH:5][CH:4]=[CH:3][CH:2]=1.OS(O)(=O)=O>O1CCOCC1.O>[OH:7][C:1]1[CH:6]=[CH:5][C:4]([C:4]2([C:4]3[CH:5]=[CH:6][C:1]([OH:7])=[CH:2][CH:3]=3)[CH2:5][CH2:6][CH:1]([OH:7])[CH2:2][CH2:3]2)=[CH:3][CH:2]=1. Procedure: A mixture of ketal intermediate (2.8 g, 17.7 mmol) and phenol (5.64 g, 60 mmol) in dioxane (10 mL) and water (10 mL) at 0° C. was treated dropwise with conc. H2SO4 (20 mL). The mixture was allowed to warm to room temperature and stirred at this temperature for the next 6 h. The reaction mixture was then poured into ice-water and extracted with ethyl acetate. The acetate layer was washed with water, brine, dried with anhydrous MgSO4 and concentrated in vacuo to provide 4,4-bis(4-hydroxyphenyl)cyc... The reactants are Nc1ccc(Br)cc1I, CC1(C)OB(C2=CCCCC2)OC1(C)C, O=C([O-])[O-], C1COCCO1, CCOC(C)=O, [Na+], [Na+], c1ccc(P(c2ccccc2)(c2ccccc2)[Pd](P(c2ccccc2)(c2ccccc2)c2ccccc2)(P(c2ccccc2)(c2ccccc2)c2ccccc2)P(c2ccccc2)(c2ccccc2)c2ccccc2)cc1. Product: Nc1ccc(Br)cc1C1=CCCCC1. Reaction SMILES: [Br:1][c:2]1[cH:3][c:4]([I:9])[c:5]([NH2:8])[cH:6][cH:7]1.[C:10]1([B:16]2[O:17][C:18]([CH3:19])([CH3:20])[C:21]([CH3:22])([CH3:23])[O:24]2)=[CH:11][CH2:12][CH2:13][CH2:14][CH2:15]1.[C:25](=[O:26])([O-:27])[O-:28].[CH2:37]1[O:38][CH2:39][CH2:40][O:41][CH2:42]1.[CH3:31][CH2:32][O:33][C:34]([CH3:35])=[O:36].[Na+:29].[Na+:30].[cH:43]1[cH:44][cH:45][c:46]([P:47]([Pd:48]([P:49]([c:50]2[cH:51][cH:52][cH:53][cH:54][cH:55]2)([c:56]2[cH:57][cH:58][cH:59][cH:60][cH:61]2)[c:62]2[cH:63][cH:64][cH:65][cH:66][cH:67]2)([P:68]([c:69]2[cH:70][cH:71][cH:72][cH:73][cH:74]2)([c:75]2[cH:76][cH:77][cH:78][cH:79][cH:80]2)[c:81]2[cH:82][cH:83][cH:84][cH:85][cH:86]2)[P:87]([c:88]2[cH:89][cH:90][cH:91][cH:92][cH:93]2)([c:94]2[cH:95][cH:96][cH:97][cH:98][cH:99]2)[c:100]2[cH:101][cH:102][cH:103][cH:104][cH:105]2)([c:106]2[cH:107][cH:108][cH:109][cH:110][cH:111]2)[c:112]2[cH:113][cH:114][cH:115][cH:116][cH:117]2)[cH:118][cH:119]1>>[Br:1][c:2]1[cH:3][c:4]([C:10]2=[CH:11][CH2:12][CH2:13][CH2:14][CH2:15]2)[c:5]([NH2:8])[cH:6][cH:7]1. The reactants are ClC1=CC=C(C2=CC=C(C=C2C2=NC3=CC=C(C=C3C=C2)C2=NC3=C(N2C2CCCCC2)C=CC(=C3)C(=O)O)OCCOC)C=C1 (2-{2-[4′-Chloro-4-(2-methoxy-ethoxy)-biphen-2-yl]-quinolin-6-yl}-1-cyclohexyl-1H-benzoimidazole-5-carboxylic acid), BrCC(=O)N1CCCC1 (2-bromo-1-pyrrolidin-1-yl-ethanone), BrCCOC (1-bromo-2-methoxy ethane). Product: ClC1=CC=C(C2=CC=C(C=C2C2=NC3=CC=C(C=C3C=C2)C2=NC3=C(N2C2CCCCC2)C=CC(=C3)C(=O)O)OCC(N3CCCC3)=O)C=C1 (2-{2-[4′-Chloro-4-(2-oxo-2-pyrrolidin-1-yl-ethoxy)-biphen-2-yl]-quinolin-6-yl}-1-cyclohexyl-1H-benzoimidazole-5-carboxylic acid). As a reaction SMILES: [Cl:1][C:2]1[CH:46]=[CH:45][C:5]([C:6]2[C:11]([C:12]3[CH:21]=[CH:20][C:19]4[C:14](=[CH:15][CH:16]=[C:17]([C:22]5[N:26]([CH:27]6[CH2:32][CH2:31][CH2:30][CH2:29][CH2:28]6)[C:25]6[CH:33]=[CH:34][C:35]([C:37]([OH:39])=[O:38])=[CH:36][C:24]=6[N:23]=5)[CH:18]=4)[N:13]=3)=[CH:10][C:9]([O:40][CH2:41][CH2:42][O:43]C)=[CH:8][CH:7]=2)=[CH:4][CH:3]=1.BrCC([N:51]1[CH2:55][CH2:54][CH2:53][CH2:52]1)=O.BrCCOC>>[Cl:1][C:2]1[CH:3]=[CH:4][C:5]([C:6]2[C:11]([C:12]3[CH:21]=[CH:20][C:19]4[C:14](=[CH:15][CH:16]=[C:17]([C:22]5[N:26]([CH:27]6[CH2:28][CH2:29][CH2:30][CH2:31][CH2:32]6)[C:25]6[CH:33]=[CH:34][C:35]([C:37]([OH:39])=[O:38])=[CH:36][C:24]=6[N:23]=5)[CH:18]=4)[N:13]=3)=[CH:10][C:9]([O:40][CH2:41][C:42](=[O:43])[N:51]3[CH2:55][CH2:54][CH2:53][CH2:52]3)=[CH:8][CH:7]=2)=[CH:45][CH:46]=1. Procedure details: The title compound was synthesized as described for Compound 475, except 2-bromo-1-pyrrolidin-1-yl-ethanone was used for alkylation instead of 1-bromo-2-methoxy ethane.